From a dataset of the Open Reaction Database (ORD), a public repository of structured organic reaction records. describe an organic reaction: reactants, conditions, products, and yield The reactants are BrC1=CC(=C(N1S(=O)(=O)N1CCCCC1)C)C(=O)OCC (Ethyl 5-bromo-2-methyl-1-(piperidin-1-ylsulfonyl)-1H-pyrrole-3-carboxylate), C(C)(C)(C)C=1C=C(C=C(C1)C(C)(C)C)B(O)O ((3,5-di-tert-butylphenyl)boronic acid), C(=O)([O-])[O-].[Na+].[Na+] (Na2CO3). Reagents/catalysts: C=1C=CC(=CC1)[P](C=2C=CC=CC2)(C=3C=CC=CC3)[Pd]([P](C=4C=CC=CC4)(C=5C=CC=CC5)C=6C=CC=CC6)([P](C=7C=CC=CC7)(C=8C=CC=CC8)C=9C=CC=CC9)[P](C=1C=CC=CC1)(C=1C=CC=CC1)C=1C=CC=CC1 (Pd(PPh3)4). Solvent: O1CCOCC1 (dioxane), O (H2O). Reaction conditions: temperature 100 celsius. Product: C(C)(C)(C)C=1C=C(C=C(C1)C(C)(C)C)C1=CC(=C(N1S(=O)(=O)N1CCCCC1)C)C(=O)OCC (Ethyl 5-(3,5-di-tert-butylphenyl)-2-methyl-1-(piperidin-1-ylsulfonyl)-1H-pyrrole-3-carboxylate). Isolated yield 61.4%. RXN SMILES: Br[C:2]1[N:6]([S:7]([N:10]2[CH2:15][CH2:14][CH2:13][CH2:12][CH2:11]2)(=[O:9])=[O:8])[C:5]([CH3:16])=[C:4]([C:17]([O:19][CH2:20][CH3:21])=[O:18])[CH:3]=1.[C:22]([C:26]1[CH:27]=[C:28](B(O)O)[CH:29]=[C:30]([C:32]([CH3:35])([CH3:34])[CH3:33])[CH:31]=1)([CH3:25])([CH3:24])[CH3:23].C([O-])([O-])=O.[Na+].[Na+]>O1CCOCC1.O.C1C=CC([P]([Pd]([P](C2C=CC=CC=2)(C2C=CC=CC=2)C2C=CC=CC=2)([P](C2C=CC=CC=2)(C2C=CC=CC=2)C2C=CC=CC=2)[P](C2C=CC=CC=2)(C2C=CC=CC=2)C2C=CC=CC=2)(C2C=CC=CC=2)C2C=CC=CC=2)=CC=1>[C:22]([C:26]1[CH:27]=[C:28]([C:2]2[N:6]([S:7]([N:10]3[CH2:15][CH2:14][CH2:13][CH2:12][CH2:11]3)(=[O:9])=[O:8])[C:5]([CH3:16])=[C:4]([C:17]([O:19][CH2:20][CH3:21])=[O:18])[CH:3]=2)[CH:29]=[C:30]([C:32]([CH3:35])([CH3:34])[CH3:33])[CH:31]=1)([CH3:25])([CH3:24])[CH3:23] |f:2.3.4,^1:55,57,76,95|. Procedure details: A mixture of compound 4b (2.1 g, 5.0 mmol), (3,5-di-tert-butylphenyl)boronic acid (1.9 g, 8.1 mmol), Na2CO3 (1.9 g, 17.9 mmol) and Pd(PPh3)4 (100 mg) in dioxane (50 mL) and H2O (15 mL) was heated to 100° C. for 1 h, evaporated and dissolved in EA. The mixture was washed with water (4×80 mL) and brine, dried with Na2SO4, concentrated and purified by CC to afford compound 4c (1.5 g, 61%) as a right red oil. Starting materials: CO, [Na+], [OH-], Cc1cc(S(=O)(=O)c2cn(S(=O)(=O)c3ccccc3)c3ccc(F)cc23)ccc1C1CCN(C)C1. Yields the product Cc1cc(S(=O)(=O)c2c[nH]c3ccc(F)cc23)ccc1C1CCN(C)C1. RXN SMILES: [CH3:38][OH:39].[Na+:2].[OH-:1].[c:3]1([S:4](=[O:5])(=[O:6])[n:12]2[cH:13][c:14]([S:22](=[O:23])(=[O:24])[c:25]3[cH:26][c:27]([CH3:37])[c:28]([CH:31]4[CH2:32][N:33]([CH3:36])[CH2:34][CH2:35]4)[cH:29][cH:30]3)[c:15]3[cH:16][c:17]([F:21])[cH:18][cH:19][c:20]23)[cH:7][cH:8][cH:9][cH:10][cH:11]1>>[nH:12]1[cH:13][c:14]([S:22](=[O:23])(=[O:24])[c:25]2[cH:26][c:27]([CH3:37])[c:28]([CH:31]3[CH2:32][N:33]([CH3:36])[CH2:34][CH2:35]3)[cH:29][cH:30]2)[c:15]2[cH:16][c:17]([F:21])[cH:18][cH:19][c:20]12. The reactants are C(C1=CC=CC=C1)(=O)C(C)NC(C1=C(C=CC=C1)NC=O)=O (N-(1-benzoylethyl)-2-(formylamino)-benzamide), S(O)(O)(=O)=O (sulfuric acid). The solvent is CN1C(CCC1)=O (N-methyl-pyrrolidone). Yields the product C1(=CC=CC=C1)C(C(C)N1C=NC2=CC=CC=C2C1=O)=O (3-(1-phenyl-1-oxoprop-2-yl)-quinazolin-4-one). Reaction SMILES: [C:1]([CH:9]([NH:11][C:12](=[O:22])[C:13]1[CH:18]=[CH:17][CH:16]=[CH:15][C:14]=1[NH:19][CH:20]=O)[CH3:10])(=[O:8])[C:2]1[CH:7]=[CH:6][CH:5]=[CH:4][CH:3]=1.S(=O)(=O)(O)O>CN1CCCC1=O>[C:2]1([C:1](=[O:8])[CH:9]([N:11]2[C:12](=[O:22])[C:13]3[C:14](=[CH:15][CH:16]=[CH:17][CH:18]=3)[N:19]=[CH:20]2)[CH3:10])[CH:7]=[CH:6][CH:5]=[CH:4][CH:3]=1. Reported procedure: A mixture of N-(1-benzoylethyl)-2-(formylamino)-benzamide in N-methyl-pyrrolidone (“NMP”) is dehydrated with concentrated sulfuric acid, cyclizing to provide 3-(1-phenyl-1-oxoprop-2-yl)-quinazolin-4-one. The reactants are COC(=O)c1ccc2c(c1)CC(=O)N2, COc1cc2c(Cl)ncnc2cc1OCCCN1CCOCC1, [H-], [Na+], CN(C)C=O. The product is COC(=O)c1ccc2c(c1)C(c1ncnc3cc(OCCCN4CCOCC4)c(OC)cc13)C(=O)N2, Cl. RXN SMILES: [CH3:1][O:2][C:3](=[O:4])[c:5]1[cH:6][c:7]2[c:11]([cH:12][cH:13]1)[NH:10][C:9](=[O:14])[CH2:8]2.[Cl:17][c:18]1[n:19][cH:20][n:21][c:22]2[cH:23][c:24]([O:30][CH2:31][CH2:32][CH2:33][N:34]3[CH2:35][CH2:36][O:37][CH2:38][CH2:39]3)[c:25]([O:28][CH3:29])[cH:26][c:27]12.[H-:15].[Na+:16].[O:40]=[CH:41][N:42]([CH3:43])[CH3:44]>>[CH3:1][O:2][C:3](=[O:4])[c:5]1[cH:6][c:7]2[c:11]([cH:12][cH:13]1)[NH:10][C:9](=[O:14])[CH:8]2[c:18]1[n:19][cH:20][n:21][c:22]2[cH:23][c:24]([O:30][CH2:31][CH2:32][CH2:33][N:34]3[CH2:35][CH2:36][O:37][CH2:38][CH2:39]3)[c:25]([O:28][CH3:29])[cH:26][c:27]12.[ClH:17]. The reactants are C1(=CC=CC=C1)C/C=C/CON1C(C=2C(C1=O)=CC=CC2)=O (E-N-(4-Phenyl-2-butenyloxy)phthalimide), C(O)CN (ethanolamine), C(C(=O)O)(=O)O (oxalic acid). The solvent is C(C)(=O)OCC (ethyl acetate), C(C)(=O)OCC (ethyl acetate). Run at temperature 60 celsius, time 5 hour. The product is C(C(=O)[O-])(=O)[O-].C1(=CC=CC=C1)C/C=C/CO[NH3+].C1(=CC=CC=C1)C/C=C/CO[NH3+] (E-4-Phenyl-2-butenyloxyammonium oxalate). Reaction SMILES: [C:1]1([CH2:7]/[CH:8]=[CH:9]/[CH2:10][O:11][N:12]2C(=O)C3=CC=CC=C3C2=O)[CH:6]=[CH:5][CH:4]=[CH:3][CH:2]=1.C(CN)O.[C:27]([OH:32])(=[O:31])[C:28]([OH:30])=[O:29]>C(OCC)(=O)C>[C:27]([O-:32])(=[O:31])[C:28]([O-:30])=[O:29].[C:1]1([CH2:7]/[CH:8]=[CH:9]/[CH2:10][O:11][NH3+:12])[CH:6]=[CH:5][CH:4]=[CH:3][CH:2]=1.[C:1]1([CH2:7]/[CH:8]=[CH:9]/[CH2:10][O:11][NH3+:12])[CH:6]=[CH:5][CH:4]=[CH:3][CH:2]=1 |f:4.5.6|. Reported procedure: 55.5 g of compound (1) (0.19 mol) were admixed in 190 ml of ethyl acetate with 11.6 g (0.19 mol) of ethanolamine, and the mixture was stirred at 60° C. for 5 hours. After cooling the solution, precipitated N-(hydroxyethyl)phthalimide was filtered off, and a solution of 18.8 g of oxalic acid (0.21 mol) in 30 ml of ethyl acetate was added to the filtrate. The product crystallized out as oxalate.